describe an organic reaction: reactants, conditions, products, and yield From a dataset of the Open Reaction Database (ORD), a public repository of structured organic reaction records. Reactants: ClCCl, CC(C=CC=C(C)C(O)CC1=C(C)CCCC1(C)C)=CCO. Product: CC(C=CC=C(C)C(O)CC1=C(C)CCCC1(C)C)=CC=O. RXN SMILES: [Cl:23][CH2:24][Cl:25].[OH:1][CH2:2][CH:3]=[C:4]([CH:5]=[CH:6][CH:7]=[C:8]([CH:9]([CH2:10][C:11]1=[C:12]([CH3:19])[CH2:13][CH2:14][CH2:15][C:16]1([CH3:17])[CH3:18])[OH:20])[CH3:21])[CH3:22]>>[O:1]=[CH:2][CH:3]=[C:4]([CH:5]=[CH:6][CH:7]=[C:8]([CH:9]([CH2:10][C:11]1=[C:12]([CH3:19])[CH2:13][CH2:14][CH2:15][C:16]1([CH3:17])[CH3:18])[OH:20])[CH3:21])[CH3:22]. Starting materials: O (Water), OC1=CC=C(C=C1)CCC=1C=CC2=C(C=C(O2)C(C)NC(C)=O)C1 (N-(1-{5-[2-(4-hydroxyphenyl)ethyl]-1-benzofuran-2-yl}ethyl)acetamide), BrCCC (bromopropane), C([O-])([O-])=O.[K+].[K+] (potassium carbonate). Run in CN(C)C=O (DMF). Conditions: temperature 80 celsius, time 2 day. Product: C(CC)OC1=CC=C(C=C1)CCC=1C=CC2=C(C=C(O2)C(C)NC(C)=O)C1 (N-(1-{5-[2-(4-propoxyphenyl)ethyl]-1-benzofuran-2-yl}ethyl)acetamide). The yield is 78.1%. Reaction SMILES: [OH:1][C:2]1[CH:7]=[CH:6][C:5]([CH2:8][CH2:9][C:10]2[CH:11]=[CH:12][C:13]3[O:17][C:16]([CH:18]([NH:20][C:21](=[O:23])[CH3:22])[CH3:19])=[CH:15][C:14]=3[CH:24]=2)=[CH:4][CH:3]=1.Br[CH2:26][CH2:27][CH3:28].C(=O)([O-])[O-].[K+].[K+].O>CN(C=O)C>[CH2:26]([O:1][C:2]1[CH:7]=[CH:6][C:5]([CH2:8][CH2:9][C:10]2[CH:11]=[CH:12][C:13]3[O:17][C:16]([CH:18]([NH:20][C:21](=[O:23])[CH3:22])[CH3:19])=[CH:15][C:14]=3[CH:24]=2)=[CH:4][CH:3]=1)[CH2:27][CH3:28] |f:2.3.4|. Procedure: A suspension of N-(1-{5-[2-(4-hydroxyphenyl)ethyl]-1-benzofuran-2-yl}ethyl)acetamide (333 mg, 1.03 mmol) obtained in Example 157, bromopropane (1.08 g, 6.37 mmol) and potassium carbonate (924 mg, 6.68 mmol) in DMF (10 mL) was stirred at 80° C. for 2 days. Water was added thereto, and the mixture was extracted with ethyl acetate. The extract was washed with saturated brine, and dried over anhydrous magnesium sulfate. The solution was applied to silica gel column chromatography (hexane:ethyl aceta... Reactants: O=C(O)CSC(=O)c1ccccc1, ClCCl, CC(C)=O, O=C1CCC(=O)N1O. Product: O=C(SC(C(=O)O)N1C(=O)CCC1=O)c1ccccc1. RXN SMILES: [C:1]([c:2]1[cH:3][cH:4][cH:5][cH:6][cH:7]1)(=[O:8])[S:9][CH2:10][C:11](=[O:12])[OH:13].[CH2:22]([Cl:23])[Cl:24].[CH3:25][C:26](=[O:27])[CH3:28].[OH:14][N:15]1[C:16](=[O:21])[CH2:17][CH2:18][C:19]1=[O:20]>>[C:1]([c:2]1[cH:3][cH:4][cH:5][cH:6][cH:7]1)(=[O:8])[S:9][CH:10]([C:11](=[O:12])[OH:13])[N:15]1[C:16](=[O:21])[CH2:17][CH2:18][C:19]1=[O:20]. The reactants are ClC1=C(C(=O)O)C=C(C=C1)C(F)(F)F (2-chloro-5-trifluoromethylbenzoic acid), COS(=O)(=O)OC (dimethylsulfate), OC(CN(CC(C)O)CC(C)O)C (tris-(2-hydroxypropyl)amine). Run in CC(=O)C (acetone), O (water), Cl (HCl), O (water). Reaction conditions: time 30 minute. Product: ClC1=C(C(=O)OC)C=C(C=C1)C(F)(F)F (methyl 2-chloro-5-trifluoromethylbenzoate). The yield is 96.0%. As a reaction SMILES: O[CH:2](C)CN(CC(O)C)CC(O)C.[Cl:14][C:15]1[CH:23]=[CH:22][C:21]([C:24]([F:27])([F:26])[F:25])=[CH:20][C:16]=1[C:17]([OH:19])=[O:18].COS(OC)(=O)=O>CC(C)=O.O.Cl>[Cl:14][C:15]1[CH:23]=[CH:22][C:21]([C:24]([F:25])([F:26])[F:27])=[CH:20][C:16]=1[C:17]([O:19][CH3:2])=[O:18]. Reported procedure: A sample of 620 g (3.25 moles) of tris-(2-hydroxypropyl)amine was melted on a steam bath. This was added slowly to a solution of 615 g (2.75 moles) of 2-chloro-5-trifluoromethylbenzoic acid and 375 g (282 ml, 2.98 moles) of dimethylsulfate in 750 ml of acetone in a 5 liter flask. (The solution began to boil during the course of the addition and was kept at 30° C. to 40° C. by intermittant cooling in an ice bath.) After addition was complete the solution was boiled on a steam bath for 30 minutes....